From a dataset of the Open Reaction Database (ORD), a public repository of structured organic reaction records. describe an organic reaction: reactants, conditions, products, and yield Reactants: C, O=C(NC(CO)Cc1c[nH]c2ccccc12)OCc1ccccc1, O=C(NC(Cc1ccccc1)C(=O)O)OCc1ccccc1, CCN=C=NCCCN(C)C, CO, CCOC(C)=O, Cl, C1CCOC1, On1nnc2ccccc21, [Pd]. Yields the product O=C(NC(Cc1ccccc1)C(=O)NC(CO)Cc1c[nH]c2ccccc12)OCc1ccccc1. RXN SMILES: [C:76].[CH2:1]([O:2][C:9](=[O:10])[NH:11][CH:12]([CH2:13][c:14]1[cH:15][nH:16][c:17]2[cH:18][cH:19][cH:20][cH:21][c:22]12)[CH2:23][OH:24])[c:3]1[cH:4][cH:5][cH:6][cH:7][cH:8]1.[CH2:25]([c:26]1[cH:27][cH:28][cH:29][cH:30][cH:31]1)[O:32][C:33](=[O:34])[NH:35][CH:36]([CH2:37][c:38]1[cH:39][cH:40][cH:41][cH:42][cH:43]1)[C:44]([OH:45])=[O:46].[CH2:58]([N:59]=[C:60]=[N:61][CH2:62][CH2:63][CH2:64][N:65]([CH3:66])[CH3:67])[CH3:68].[CH3:69][OH:70].[CH3:78][CH2:79][O:80][C:81](=[O:82])[CH3:83].[ClH:57].[O:71]1[CH2:72][CH2:73][CH2:74][CH2:75]1.[OH:47][n:48]1[c:49]2[cH:50][cH:51][cH:52][cH:53][c:54]2[n:55][n:56]1.[Pd:77]>>[C:9](=[O:10])([NH:11][CH:12]([CH2:13][c:14]1[cH:15][nH:16][c:17]2[cH:18][cH:19][cH:20][cH:21][c:22]12)[CH2:23][OH:24])[CH:36]([NH:35][C:33]([O:32][CH2:25][c:26]1[cH:27][cH:28][cH:29][cH:30][cH:31]1)=[O:34])[CH2:37][c:38]1[cH:39][cH:40][cH:41][cH:42][cH:43]1. The reactants are N[C@@H](CC1=CC(I)=C(C(I)=C1)OC1=CC(I)=C(C(I)=C1)O)C(=O)O (Thyroxine), C(=O)(O)[O-].[Na+] (NaHCO3), solution, Cl (HCl), OC1=CC=C(C=C1)OC1=C(C=C(C[C@H](N)C(=O)O)C=C1I)I (O-(4-hydroxyphenyl)3,5-diiodo-L-tyrosine). The solvent is CO (MeOH), CO (MeOH). Yields the product COC([C@@H](N)CC1=CC(=C(C(=C1)I)OC1=CC=C(C=C1)O)I)=O (O-(4-Hydroxyphenyl)-3,5-diiodo-L-tyrosine Methyl Ester). Isolated yield 87.0%. RXN SMILES: Cl.[OH:2][C:3]1[CH:8]=[CH:7][C:6]([O:9][C:10]2[C:21]([I:22])=[CH:20][C:13]([CH2:14][C@@H:15]([C:17]([OH:19])=[O:18])[NH2:16])=[CH:12][C:11]=2[I:23])=[CH:5][CH:4]=1.N[C@H:25](C(O)=O)CC1C=C(I)C(OC2C=C(I)C(O)=C(I)C=2)=C(I)C=1.C([O-])(O)=O.[Na+]>CO>[CH3:25][O:18][C:17](=[O:19])[C@H:15]([CH2:14][C:13]1[CH:12]=[C:11]([I:23])[C:10]([O:9][C:6]2[CH:7]=[CH:8][C:3]([OH:2])=[CH:4][CH:5]=2)=[C:21]([I:22])[CH:20]=1)[NH2:16] |f:3.4|. Reported procedure: A 6 M solution of HCl in MeOH (8 mL; 4.8 mmol) was added to a suspension of O-(4-hydroxyphenyl)3,5-diiodo-L-tyrosine (2.12 g; 5 mmol) (prepared according to: Chalmers J. R., Dickson G. T., Elks J. and Hems D. A., “The Synthesis of Thyroxine and Related Substances”, Part V., J. Chem. Soc. (1949), 3424-3433) in MeOH (12 was stirred for 4 days at 20° C. Then a NaHCO3 saturated aqueous solution was added to the mixture until pH 7 was reached, obtaining a precipitate which was filtered by concentrati...